This data is from the Open Reaction Database (ORD), a public repository of structured organic reaction records. The task is: describe an organic reaction: reactants, conditions, products, and yield The reactants are CC1=CC=C(C=C1)S(=O)(=O)N(C)N=O (Diazald), solution, [N+](=[N-])=C (diazomethane), CC1=CC=C(C=C1)S(=O)(=O)N(C)N=O (Diazald), C(C)(C)(C)OC(=O)N1[C@@H](CCCC1)C(=O)O ((S)-piperidine-1,2-dicarboxylic acid 1-tert-butyl ester), ClC(=O)OCC(C)C (isobutyl chloroformate), C(C)OCCOCCO (2-(2-ethoxyethoxy)ethanol), [OH-].[K+] (potassium hydroxide). Solvent: C(C)OCC (diethyl ether), C(C)N(CC)CC (triethylamine), C(C)OCC (diethyl ether), C(C)OCC (diethyl ether), O (water), O1CCCC1 (tetrahydrofuran), C(C)OCC (diethyl ether). Run at temperature -10 celsius, time 30 minute. Product: C(C)(C)(C)OC(=O)N1[C@@H](CCCC1)C(C=[N+]=[N-])=O ((S)-2-(diazoacetyl)piperidine-1-carboxylic acid tert-butyl ester). RXN SMILES: [C:1]([O:5][C:6]([N:8]1[CH2:13][CH2:12][CH2:11][CH2:10][C@H:9]1[C:14]([OH:16])=O)=[O:7])([CH3:4])([CH3:3])[CH3:2].ClC(OCC(C)C)=O.[N+:25](=[CH2:27])=[N-:26].CC1C=CC(S(N(N=O)C)(=O)=O)=CC=1.[OH-].[K+].C(OCCOCCO)C>O1CCCC1.C(OCC)C.O.C(N(CC)CC)C>[C:1]([O:5][C:6]([N:8]1[CH2:13][CH2:12][CH2:11][CH2:10][C@H:9]1[C:14](=[O:16])[CH:27]=[N+:25]=[N-:26])=[O:7])([CH3:2])([CH3:3])[CH3:4] |f:4.5|. Procedure details: To a solution of (S)-piperidine-1,2-dicarboxylic acid 1-tert-butyl ester (3.0 g in a mixture of 26 mL dry tetrahydrofuran and 26 mL dry diethyl ether) at -10° C. was added 1.91 mL of triethylamine followed by the dropwise addition of 1.78 mL isobutyl chloroformate. The reaction was stirred at -10° C. for 30 minutes then warmed to 0° C. Over the next hour, 26 mL of a solution of diazomethane in diethyl ether was added (prepared from: 8.0 g Diazald® in 70 mL diethyl ether; 4 g potassium hydroxide;... Reactants: COC(=O)C=1N=C(C2=CC(=CC=C2C1O)OC1=CC=C(C=C1)Cl)C#N (7-(4-Chloro-phenoxy)-1-cyano-4-hydroxy-isoquinoline-3-carboxylic acid methyl ester), NCC(C(=O)OCC)(C)C (ethyl 3-amino-2,2-dimethylpropanoate). The solvent is CCO (EtOH). Yields the product C(C)OC(C(CNC(=O)C=1N=C(C2=CC(=CC=C2C1O)OC1=CC=C(C=C1)Cl)C#N)(C)C)=O (3-{[7-(4-Chloro-phenoxy)-1-cyano-4-hydroxy-isoquinoline-3-carbonyl]amino}-2,2-dimethyl-propionic acid ethyl ester). Reaction SMILES: CO[C:3]([C:5]1[N:6]=[C:7]([C:24]#[N:25])[C:8]2[C:13]([C:14]=1[OH:15])=[CH:12][CH:11]=[C:10]([O:16][C:17]1[CH:22]=[CH:21][C:20]([Cl:23])=[CH:19][CH:18]=1)[CH:9]=2)=[O:4].[NH2:26][CH2:27][C:28]([CH3:35])([CH3:34])[C:29]([O:31][CH2:32][CH3:33])=[O:30]>CCO>[CH2:32]([O:31][C:29](=[O:30])[C:28]([CH3:35])([CH3:34])[CH2:27][NH:26][C:3]([C:5]1[N:6]=[C:7]([C:24]#[N:25])[C:8]2[C:13]([C:14]=1[OH:15])=[CH:12][CH:11]=[C:10]([O:16][C:17]1[CH:22]=[CH:21][C:20]([Cl:23])=[CH:19][CH:18]=1)[CH:9]=2)=[O:4])[CH3:33]. Procedure: 7-(4-Chloro-phenoxy)-1-cyano-4-hydroxy-isoquinoline-3-carboxylic acid methyl ester (21 mg, 0.06 mmol) and ethyl 3-amino-2,2-dimethylpropanoate (34 mg, 0.24 mmol) in EtOH (3 mL) were heated at 150° C. in a microwave for 1.5 hours. The solvent was removed in vacuo and the residue oil was purified by flash chromatography (0-50% EtOAc/hexanes) to give the title compound in 20 mg. 1H NMR (CDCl3, 200 MHz): δ=8.41 (d, 1H, J=9.0 Hz), 8.32 (t, 1H, J=6.6 Hz), 7.60-7.39 (m, 4H), 7.12-7.06 (m, 2H), 4.24 (q,... Reactants: CC(CN)C1=CC=CC=C1 (β-methyl-phenethylamine), C1=NC=CC2=CC=CC=C12 (isoquinoline), [OH-].[Na+] (sodium hydroxide), C(CC)(=O)Cl (propionyl chloride), C(C)C1NCC(C2=CC=CC=C12)C (1-ethyl-4-methyl-1,2,3,4-tetrahydroisoquinoline), ClC(C(=O)Cl)Cl (dichloroacetyl chloride). The solvent is O (water), C(Cl)Cl (methylene chloride). Yields the product ClC(C(=O)N1C(C2=CC=CC=C2C(C1)C)CC)Cl (2-(Dichloroacetyl)-1-ethyl-4-methyl-1,2,3,4-tetrahydroisoquinoline). As a reaction SMILES: CC(C1C=CC=CC=1)CN.C(Cl)(=O)CC.[CH2:16]([CH:18]1[C:27]2[C:22](=[CH:23][CH:24]=[CH:25][CH:26]=2)[CH:21]([CH3:28])[CH2:20][NH:19]1)[CH3:17].C1C2C(=CC=CC=2)C=CN=1.[OH-].[Na+].[Cl:41][CH:42]([Cl:46])[C:43](Cl)=[O:44]>O.C(Cl)Cl>[Cl:41][CH:42]([Cl:46])[C:43]([N:19]1[CH2:20][CH:21]([CH3:28])[C:22]2[C:27](=[CH:26][CH:25]=[CH:24][CH:23]=2)[CH:18]1[CH2:16][CH3:17])=[O:44] |f:4.5|. Reported procedure: By procedures described in Example 1 (Method A), β-methyl-phenethylamine and propionyl chloride were converted to 1-ethyl-4-methyl-1,2,3,4-tetrahydroisoquinoline. A reaction vessel was charged with 8 g of this isoquinoline compound, 10 ml 10% sodium hydroxide and 50 ml methylene chloride. With this mixture stirred, 1.1 equivalents dichloroacetyl chloride was added dropwise to the mixture. The mixture was stirred for 2 minutes, then water was added. The organic extract was dried with magnesium su... The reactants are B, O=C([O-])[O-], O=C(O)CCc1ccc(F)cc1, [K+], [K+], C1CCOC1, O. Product: OCCCc1ccc(F)cc1. Reaction SMILES: [BH3:13].[C:15](=[O:16])([O-:17])[O-:18].[F:1][c:2]1[cH:3][cH:4][c:5]([CH2:8][CH2:9][C:10](=[O:11])[OH:12])[cH:6][cH:7]1.[K+:19].[K+:20].[O:21]1[CH2:22][CH2:23][CH2:24][CH2:25]1.[OH2:14]>>[F:1][c:2]1[cH:3][cH:4][c:5]([CH2:8][CH2:9][CH2:10][OH:11])[cH:6][cH:7]1. Starting materials: Cl.FC(C1CCNCC1)(F)F (4-(trifluoromethyl)piperidine HCl), CCN(C(C)C)C(C)C (DIEA), BrC=1C(=C(C(=NC1C)C)C(C(=O)OC(C)C)=O)Cl (isopropyl 2-(5-bromo-4-chloro-2,6-dimethylpyridin-3-yl)-2-oxoacetate). The solvent is CCOCC (ether), CC#N (CH3CN). Reaction conditions: temperature 80 celsius, time 24 hour. Product: BrC=1C(=C(C(=NC1C)C)C(C(=O)OC(C)C)=O)N1CCC(CC1)C(F)(F)F (isopropyl 2-(5-bromo-2,6-dimethyl-4-(4-(trifluoromethyl)piperidin-1-yl)pyridin-3-yl)-2-oxoacetate). Yield: 71.6%. As a reaction SMILES: Cl.[F:2][C:3]([F:11])([F:10])[CH:4]1[CH2:9][CH2:8][NH:7][CH2:6][CH2:5]1.CCN(C(C)C)C(C)C.[Br:21][C:22]1[C:23](Cl)=[C:24]([C:30](=[O:37])[C:31]([O:33][CH:34]([CH3:36])[CH3:35])=[O:32])[C:25]([CH3:29])=[N:26][C:27]=1[CH3:28]>CC#N.CCOCC>[Br:21][C:22]1[C:23]([N:7]2[CH2:8][CH2:9][CH:4]([C:3]([F:11])([F:10])[F:2])[CH2:5][CH2:6]2)=[C:24]([C:30](=[O:37])[C:31]([O:33][CH:34]([CH3:35])[CH3:36])=[O:32])[C:25]([CH3:29])=[N:26][C:27]=1[CH3:28] |f:0.1|. Procedure details: To a solution of 4-(trifluoromethyl)piperidine HCl (1.7 g, 8.97 mmol) and DIEA (3.13 mL, 17.9 mmol) in anhydrous CH3CN (15 mL) was added isopropyl 2-(5-bromo-4-chloro-2,6-dimethylpyridin-3-yl)-2-oxoacetate (3.0 g, 8.97 mmol) at rt. The resulting mixture was placed in a pre-heated oil bath (80° C.) and stirred for 24 h; cooled, diluted with ether, washed with water, brine, and dried (MgSO4). The crude product was charged (DCM) to a 80 g ISCO silica gel cartridge and gradient eluted (5-20% EtOAc/h... The reactants are C(OC1=CC=CC=C1)(OC1=CC=CC=C1)=O (diphenyl carbonate), N[C@@H](CC1=CC=CC=C1)C(=O)[O-].C(CCC)[P+](CCCC)(CCCC)CCCC (tetrabutylphosphonium phenylalanine salt), Cl (HCl). Run in C(C)#N (acetonitrile), C(C)#N (acetonitrile). Yields the product O(C1=CC=CC=C1)C(=O)N[C@@H](C)C(=O)O (N-phenoxycarbonyl-L-alanine). As a reaction SMILES: [C:1](=[O:16])([O:9][C:10]1[CH:15]=[CH:14][CH:13]=[CH:12][CH:11]=1)OC1C=CC=CC=1.[NH2:17][C@H:18]([C:26]([O-:28])=[O:27])[CH2:19]C1C=CC=CC=1.C([P+](CCCC)(CCCC)CCCC)CCC.Cl>C(#N)C>[O:9]([C:1]([NH:17][C@H:18]([C:26]([OH:28])=[O:27])[CH3:19])=[O:16])[C:10]1[CH:11]=[CH:12][CH:13]=[CH:14][CH:15]=1 |f:1.2|. Reported procedure: Under a nitrogen atmosphere, 428 mg (2 mmol) of diphenyl carbonate and 5 mL of acetonitrile were loaded into a round bottom flask having a volume of 100 mL, and then the mixture was stirred at room temperature. Next, 847 mg (2 mmol) of tetrabutylphosphonium phenylalanine salt and 15 mL of acetonitrile were dropped to the solution, and then the mixture was stirred for 15 minutes. After that, a 1M aqueous HCl solution was added to the reaction solution to terminate the reaction, and then the resul...